From a dataset of the Open Reaction Database (ORD), a public repository of structured organic reaction records. describe an organic reaction: reactants, conditions, products, and yield Reactants: ON=C(C)SC (methyl N-hydroxyethanimidothioate), [OH-].[Na+] (sodium hydroxide), CN(C(=O)F)SN(P1(OC2=C(O1)C=CC=C2)=S)CC(C)C (N-methyl[[(2-methylpropyl)(2-thioxo-1,3,2-benzodioxaphosphol-2-yl)amino]thio]carbamic fluoride). The reagents and catalysts are [Cl-].C(C)[N+](CC)(CC)CC (tetraethylammonium chloride). The solvent is O (water), C(Cl)Cl (methylene chloride). Reaction conditions: time 20 hour. Product: CN(C(=O)ON=C(C)SC)SN(P1(OC2=C(O1)C=CC=C2)=S)CC(C)C (Methyl N-[[[methyl[[(2-methylpropyl)(2-thioxo-1,3,2-benzodioxaphosphol-2-yl)amino]thio]amino] carbonyl]oxy]ethanimidothioate). Reaction SMILES: [CH3:1][N:2]([S:6][N:7]([CH2:18][CH:19]([CH3:21])[CH3:20])[P:8]1(=[S:17])[O:12][C:11]2[CH:13]=[CH:14][CH:15]=[CH:16][C:10]=2[O:9]1)[C:3](F)=[O:4].[OH:22][N:23]=[C:24]([S:26][CH3:27])[CH3:25].[OH-].[Na+]>C(Cl)Cl.[Cl-].C([N+](CC)(CC)CC)C.O>[CH3:1][N:2]([S:6][N:7]([CH2:18][CH:19]([CH3:21])[CH3:20])[P:8]1(=[S:17])[O:12][C:11]2[CH:13]=[CH:14][CH:15]=[CH:16][C:10]=2[O:9]1)[C:3]([O:22][N:23]=[C:24]([S:26][CH3:27])[CH3:25])=[O:4] |f:2.3,5.6|. Procedure details: A solution of N-(2-methylpropyl)-2-thioxo-1,3,2-benzodioxaphosphol-2-amine (16.2 g, 66.6 mmol) and triethylamine (7.3 g, 72 mmol) in tetrahydrofuran (50 ml) is added dropwise over 10 minutes to a solution of sulfur dichloride (8.1 g, 78.7 mmol) in tetrahydrofuran (50 ml) with cooling to maintain a temperature of -5° to 0°. After the addition, the mixture is stirred for two hours then diluted with ether (100 ml). The reaction mixture is filtered under nitrogen and the filtrate concentrated in vac... Procedure: The title compound was prepared following the same general protocol as described in Example A318, using 3,4-difluoro-2-(2H-1,2,3-triazol-2-yl)benzoic acid, 2-(((2S,3R)-3-methylpiperidin-2-yl)methyl)isoindoline-1,3-dione and 2-chloro-5-(trifluoromethyl)pyridine. ESI-MS (m/z): 481 [M+1]+. Yields the product FC=1C(=C(C=CC1F)C(=O)N1[C@@H]([C@@H](CCC1)C)CNC1=NC=C(C=C1)C(F)(F)F)N1N=CC=N1 ((3,4-Difluoro-2-(2H-1,2,3-triazol-2-yl)phenyl)((2S,3R)-3-methyl-2-(((5-(trifluoromethyl)pyridin-2-yl)amino)methyl)piperidin-1-yl)methanone). The reactants are FC=1C(=C(C(=O)O)C=CC1F)N1N=CC=N1 (3,4-difluoro-2-(2H-1,2,3-triazol-2-yl)benzoic acid), C[C@H]1[C@H](NCCC1)CN1C(C2=CC=CC=C2C1=O)=O (2-(((2S,3R)-3-methylpiperidin-2-yl)methyl)isoindoline-1,3-dione), ClC1=NC=C(C=C1)C(F)(F)F (2-chloro-5-(trifluoromethyl)pyridine). As a reaction SMILES: [F:1][C:2]1[C:3]([N:12]2[N:16]=[CH:15][CH:14]=[N:13]2)=[C:4]([CH:8]=[CH:9][C:10]=1[F:11])[C:5]([OH:7])=O.[CH3:17][C@@H:18]1[CH2:23][CH2:22][CH2:21][NH:20][C@@H:19]1[CH2:24][N:25]1C(=O)C2C(=CC=CC=2)C1=O.Cl[C:37]1[CH:42]=[CH:41][C:40]([C:43]([F:46])([F:45])[F:44])=[CH:39][N:38]=1>>[F:1][C:2]1[C:3]([N:12]2[N:16]=[CH:15][CH:14]=[N:13]2)=[C:4]([C:5]([N:20]2[CH2:21][CH2:22][CH2:23][C@@H:18]([CH3:17])[C@H:19]2[CH2:24][NH:25][C:37]2[CH:42]=[CH:41][C:40]([C:43]([F:46])([F:45])[F:44])=[CH:39][N:38]=2)=[O:7])[CH:8]=[CH:9][C:10]=1[F:11]. Reactants: C(C1=CC=CC=C1)OC(=O)NC(=N)N (N-benzyloxycarbonyl guanidine), C(C)(C)N(CC)C(C)C (diisopropylethylamine), BrCC(CC)=O (1-bromo-2-butanone). Solvent: C(C)(=O)OCC (ethyl acetate). Run at time 8 hour. Yields the product NC=1N(C=C(N1)CC)C(=O)OCC1=CC=CC=C1 (Benzyl 2-amino-4-ethyl-1H-imidazol-1-carboxylate). Yield: 33.3%. As a reaction SMILES: [CH2:1]([O:8][C:9]([NH:11][C:12]([NH2:14])=[NH:13])=[O:10])[C:2]1[CH:7]=[CH:6][CH:5]=[CH:4][CH:3]=1.C(N(C(C)C)CC)(C)C.Br[CH2:25][C:26](=O)[CH2:27][CH3:28]>C(OCC)(=O)C>[NH2:13][C:12]1[N:11]([C:9]([O:8][CH2:1][C:2]2[CH:3]=[CH:4][CH:5]=[CH:6][CH:7]=2)=[O:10])[CH:25]=[C:26]([CH2:27][CH3:28])[N:14]=1. Reported procedure: A mixture of N-benzyloxycarbonyl guanidine 2.52 g (13.1 mmol), diisopropylethylamine 1.81 ml (8.7 mmol), 1-bromo-2-butanone 0.89 ml (8.7 mmol) and ethyl acetate 50 ml was stirred at room temperature overnight. The reaction solution was washed with water and aqueous sodium chloride solution and dried on magnesium sulfate. After evaporation of the solvent, the residue was purified by a column chromatography on silica gel and further recrystallized from n-hexane to give 0.71 g of the title compound... Starting materials: COC1=CC=C(C(=O)N(C=2C=C(CNC3=NC=NC4=C(C=CC=C34)C(=O)N)C=CC2)C)C=C1 (4-{3-[(4-Methoxy-benzoyl)-methyl-amino]-benzylamino}-quinazoline-8-carboxylic acid amide), NC=1C=CC(=C(C#N)C1)F (5-Amino-2-fluoro-benzonitrile), COC1=CC=C(C(=O)O)C=C1 (4-methoxy-benzoic acid). As a reaction SMILES: [CH3:1][O:2][C:3]1[CH:33]=[CH:32][C:6]([C:7]([N:9](C)[C:10]2[CH:11]=[C:12]([CH:28]=[CH:29][CH:30]=2)[CH2:13][NH:14][C:15]2[C:24]3[C:19](=[C:20]([C:25]([NH2:27])=[O:26])[CH:21]=[CH:22][CH:23]=3)[N:18]=[CH:17][N:16]=2)=[O:8])=[CH:5][CH:4]=1.NC1C=CC([F:43])=C(C=1)C#N.COC1C=CC(C(O)=O)=CC=1>>[F:43][C:28]1[CH:29]=[CH:30][C:10]([NH:9][C:7](=[O:8])[C:6]2[CH:32]=[CH:33][C:3]([O:2][CH3:1])=[CH:4][CH:5]=2)=[CH:11][C:12]=1[CH2:13][NH:14][C:15]1[C:24]2[C:19](=[C:20]([C:25]([NH2:27])=[O:26])[CH:21]=[CH:22][CH:23]=2)[N:18]=[CH:17][N:16]=1. Procedure details: 4-[2-Fluoro-5-(4-methoxy-benzoylamino)-benzylamino]-quinazoline-8-carboxylic acid amide was prepared according to example 4-{3-[(4-Methoxy-benzoyl)-methyl-amino]-benzylamino}-quinazoline-8-carboxylic acid amide, starting from 5-Amino-2-fluoro-benzonitrile and 4-methoxy-benzoic acid: Product: FC1=C(CNC2=NC=NC3=C(C=CC=C23)C(=O)N)C=C(C=C1)NC(C1=CC=C(C=C1)OC)=O (4-[2-Fluoro-5-(4-methoxy-benzoylamino)-benzylamino]-quinazoline-8-carboxylic acid amide). Starting materials: BrC1=CC2=C(N=CN=C2NC=2C=CC(=C(C2)O)C)N1 (5-(6-bromo-7H-pyrrolo[2,3-d]pyrimidin-4-ylamino)-2-methyl-phenol), NC=1C=C(C=CC1)B(O)O (3-aminophenylboronic acid), [O-]P(=O)([O-])[O-].[K+].[K+].[K+] (K3PO4). The reagents and catalysts are C1=CC=C(C=C1)P([C-]2C=CC=C2)C3=CC=CC=C3.C1=CC=C(C=C1)P([C-]2C=CC=C2)C3=CC=CC=C3.Cl[Pd]Cl.[Fe+2] (Pd(dppf)Cl2). The solvent is O1CCOCC1 (dioxane). Run at temperature 80 celsius. Product: NC=1C=C(C=CC1)C1=CC2=C(N=CN=C2NC=2C=CC(=C(C2)O)C)N1 (5-[6-(3-amino-phenyl)-7H-pyrrolo[2,3-d]primidin-4-ylamino]-2-methyl-phenol). The yield is 57.9%. RXN SMILES: Br[C:2]1[NH:19][C:5]2[N:6]=[CH:7][N:8]=[C:9]([NH:10][C:11]3[CH:12]=[CH:13][C:14]([CH3:18])=[C:15]([OH:17])[CH:16]=3)[C:4]=2[CH:3]=1.[NH2:20][C:21]1[CH:22]=[C:23](B(O)O)[CH:24]=[CH:25][CH:26]=1.[O-]P([O-])([O-])=O.[K+].[K+].[K+]>O1CCOCC1.C1C=CC(P(C2C=CC=CC=2)[C-]2C=CC=C2)=CC=1.C1C=CC(P(C2C=CC=CC=2)[C-]2C=CC=C2)=CC=1.Cl[Pd]Cl.[Fe+2]>[NH2:20][C:21]1[CH:26]=[C:25]([C:2]2[NH:19][C:5]3[N:6]=[CH:7][N:8]=[C:9]([NH:10][C:11]4[CH:12]=[CH:13][C:14]([CH3:18])=[C:15]([OH:17])[CH:16]=4)[C:4]=3[CH:3]=2)[CH:24]=[CH:23][CH:22]=1 |f:2.3.4.5,7.8.9.10|. Procedure details: 5-(6-bromo-7H-pyrrolo[2,3-d]pyrimidin-4-ylamino)-2-methyl-phenol (14 mg, 0.0448 mmol) is mixed with 3-aminophenylboronic acid (13 mg, 0.0896 mmol), Pd(dppf)Cl2∩CH2Cl2 (7.5 mg, 0.009 mmol), and K3PO4 (19 mg, 0.0896 mmol) in anhydrous dioxane (0.8 mL) under an argon atmosphere. The mixture is heated to 80° C. for 18 hours, with stirring. The reaction is then cooled to ambient temperature and filtered through a pad of silica with 10% MeOH in DCM. The filtrate is concentrated and the resulting crude... Reactants: NC1=CC=2C3=C(C(NC2C=C1)=O)NC=C3.Cl.C(C)C(=O)O (8-amino-4-oxo-4,5-dihydro-3H-pyrrolo[2,3-c]quinoline 1-ethyl carboxylate hydrochloride), FC1=C(C=CC=C1)S(=O)(=O)Cl (2-fluoro-benzenesulfonyl chloride). Product: FC1=C(C=CC=C1)S(=O)(=O)NC1=CC=2C3=C(C(NC2C=C1)=O)NC=C3.C(C)C(=O)[O-] (8-(2-fluoro-benzenesulfonylamino)-4-oxo-4,5-dihydro-3H-pyrrolo[2,3-c]quinoline 1-ethyl carboxylate). Yield: 44.1%. RXN SMILES: [NH2:1][C:2]1[CH:11]=[CH:10][C:9]2[NH:8][C:7](=[O:12])[C:6]3[NH:13][CH:14]=[CH:15][C:5]=3[C:4]=2[CH:3]=1.Cl.[CH2:17]([C:19]([OH:21])=[O:20])[CH3:18].[F:22][C:23]1[CH:28]=[CH:27][CH:26]=[CH:25][C:24]=1[S:29](Cl)(=[O:31])=[O:30]>>[F:22][C:23]1[CH:28]=[CH:27][CH:26]=[CH:25][C:24]=1[S:29]([NH:1][C:2]1[CH:11]=[CH:10][C:9]2[NH:8][C:7](=[O:12])[C:6]3[NH:13][CH:14]=[CH:15][C:5]=3[C:4]=2[CH:3]=1)(=[O:31])=[O:30].[CH2:17]([C:19]([O-:21])=[O:20])[CH3:18] |f:0.1.2,4.5|. Procedure details: This compound is prepared according to synthesis 43, from 60 mg (0.20 mmol) of 8-amino-4-oxo-4,5-dihydro-3H-pyrrolo[2,3-c]quinoline-1-ethyl carboxylate hydrochloride (synthesis 64) and 28 μL (0.21 mmol) of 2-fluoro-benzenesulfonyl chloride. After recrystallization from methanol, 38 mg (45%) of 8-(2-fluoro-benzenesulfonylamino)-4-oxo-4,5-dihydro-3H-pyrrolo[2,3-c]quinoline-1-ethyl carboxylate is obtained in the form of a light brown solid. Reactants: S1C(=NC2=C1C=CC=C2)N[C@@H]2C[C@H](C2)NC2=NC=CN=C2Cl (trans-N1-(benzo[d]thiazol-2-yl)-N3-(3-chloropyrazin-2-yl)cyclobutane-1,3-diamine), S1C(=NC2=C1C=CC=C2)N[C@@H]2C[C@H](C2)NC2=NC=CN=C2Cl (trans-N1-(benzo[d]thiazol-2-yl)-N3-(3-chloropyrazin-2-yl)cyclobutane-1,3-diamine), C(C)(C)NC(C)C (Diisopropylamine), C(CCC)[Li] (butyllithium), C(C(C)C)#N (isobutyronitrile). The reagents and catalysts are CC(C)(C)P(C(C)(C)C)C(C)(C)C.CC(C)(C)P(C(C)(C)C)(C(C)(C)C)(Br)Br.[Pd].[Pd] (Dibromobis(tri-tert-butylphosphine)dipalladium(I)). Reaction conditions: time 5 minute. Product: S1C(=NC2=C1C=CC=C2)N[C@@H]2C[C@H](C2)NC=2C(=NC=CN2)C(C#N)(C)C (2-(3-((trans-3-(benzo[d]thiazol-2-ylamino)cyclobutyl)amino)pyrazin-2-yl)-2-methylpropanenitrile). Yield: 40.7%. RXN SMILES: C(NC(C)C)(C)C.C([Li])CCC.[C:13](#[N:17])[CH:14]([CH3:16])[CH3:15].[S:18]1[C:22]2[CH:23]=[CH:24][CH:25]=[CH:26][C:21]=2[N:20]=[C:19]1[NH:27][C@H:28]1[CH2:31][C@H:30]([NH:32][C:33]2[C:38](Cl)=[N:37][CH:36]=[CH:35][N:34]=2)[CH2:29]1>CC(P(C(C)(C)C)C(C)(C)C)(C)C.CC(P(Br)(Br)(C(C)(C)C)C(C)(C)C)(C)C.[Pd].[Pd]>[S:18]1[C:22]2[CH:23]=[CH:24][CH:25]=[CH:26][C:21]=2[N:20]=[C:19]1[NH:27][C@H:28]1[CH2:31][C@H:30]([NH:32][C:33]2[C:38]([C:14]([CH3:16])([CH3:15])[C:13]#[N:17])=[N:37][CH:36]=[CH:35][N:34]=2)[CH2:29]1 |f:4.5.6.7|. Procedure details: Dibromobis(tri-tert-butylphosphine)dipalladium(I) (0.031 g, 0.040 mmol) was sealed in a microwave vessel under argon. Diisopropylamine (0.200 ml, 1.427 mmol) was added and the mixture cooled in a dry ice bath. A nitrogen needle was added followed by dropwise addition of butyllithium solution (2.5 m in hexanes, 0.500 ml, 1.250 mmol). The mixture was stirred for 5 minutes then isobutyronitrile (0.100 ml, 1.114 mmol) was added. The reaction was removed from the cold bath and allowed to slowly warm ... Reaction SMILES: [CH3:26][CH2:27][N:28]=[C:29]=[N:30][CH2:31][CH2:32][CH2:33][N:34]([CH3:35])[CH3:36].[CH:1]([N:2]([CH2:3][CH3:4])[CH:5]([CH3:6])[CH3:7])([CH3:8])[CH3:9].[ClH:69].[NH2:47][CH2:48][C:49](=[O:50])[N:51]1[CH2:52][CH2:53][N:54]([C:57]([c:58]2[c:59]([C:64]([F:65])([F:66])[F:67])[cH:60][cH:61][cH:62][cH:63]2)=[O:68])[CH2:55][CH2:56]1.[O:70]=[CH:71][N:72]([CH3:73])[CH3:74].[OH2:75].[OH:37][n:38]1[c:39]2[c:40]([cH:41][cH:42][cH:43][cH:44]2)[n:45][n:46]1.[c:10]1([NH:16][c:17]2[cH:18][cH:19][c:20]([C:23](=[O:24])[OH:25])[n:21][cH:22]2)[cH:11][cH:12][cH:13][cH:14][cH:15]1>>[c:10]1([NH:16][c:17]2[cH:18][cH:19][c:20]([C:23](=[O:25])[NH:47][CH2:48][C:49](=[O:50])[N:51]3[CH2:52][CH2:53][N:54]([C:57]([c:58]4[c:59]([C:64]([F:65])([F:66])[F:67])[cH:60][cH:61][cH:62][cH:63]4)=[O:68])[CH2:55][CH2:56]3)[n:21][cH:22]2)[cH:11][cH:12][cH:13][cH:14][cH:15]1. The reactants are CCN=C=NCCCN(C)C, CCN(C(C)C)C(C)C, Cl, NCC(=O)N1CCN(C(=O)c2ccccc2C(F)(F)F)CC1, CN(C)C=O, O, On1nnc2ccccc21, O=C(O)c1ccc(Nc2ccccc2)cn1. Product: O=C(NCC(=O)N1CCN(C(=O)c2ccccc2C(F)(F)F)CC1)c1ccc(Nc2ccccc2)cn1. The reactants are N=1C=2C=C(C=CC2C=CC1C)C. Reagents/catalysts: O1B(OC(C)(C)C1(C)C)B2OC(C)(C)C(O2)(C)C, N=1C=CC(=CC1C=2N=CC=C(C2)C(C)(C)C)C(C)(C)C, C[OH2+].C[OH2+].C1CC=CCCC=C1.C1CC=CCCC=C1.[Ir].[Ir]. Solvent: O(C)C(C)(C)C. Conditions: temperature 100 celsius, time 1 hour. Product: N=1C=2C=C(C=CC2C(=CC1C)B3OC(C)(C)C(O3)(C)C)C. Yield: 72.0%. Reported procedure: Application of general procedure A with 2,7-dimethylquinoline (157 mg, 1.00mmol) afforded a mixture of 3 monoborylated products in a 82:12:6 ratio, as determined by GC-MS. Starting materials: FC1=C(C(=O)OCC)C(=CC=C1OC)OC (ethyl 2-fluoro-3,6-dimethoxybenzoate), [OH-].[Li+] (lithium hydroxide). Solvent: CO (methanol), O (water). Reaction conditions: temperature 80 celsius. Product: FC1=C(C(=O)O)C(=CC=C1OC)OC (2-Fluoro-3,6-dimethoxybenzoic acid). Isolated yield 98.2%. RXN SMILES: [F:1][C:2]1[C:12]([O:13][CH3:14])=[CH:11][CH:10]=[C:9]([O:15][CH3:16])[C:3]=1[C:4]([O:6]CC)=[O:5].[OH-].[Li+]>CO.O>[F:1][C:2]1[C:12]([O:13][CH3:14])=[CH:11][CH:10]=[C:9]([O:15][CH3:16])[C:3]=1[C:4]([OH:6])=[O:5] |f:1.2|. Procedure details: To a mixture of ethyl 2-fluoro-3,6-dimethoxybenzoate (8.1 g, 35.5 mmol) in methanol (150 mL) and water (50 mL), lithium hydroxide (7.5 g, 178 mmol) was added. The resulting mixture was heated at 80° C. for 5 h. The reaction mixture was concentrated to remove methanol, acidified with 2 M HCl until pH 4, and extracted with dichloromethane (4×200 mL). The combined organic layers were dried (Na2SO4) and concentrated under reduced pressure to give the title compound (6.98 g). 1H NMR (DMSO-d6): δ 13.3...